This data is from the Open Reaction Database (ORD), a public repository of structured organic reaction records. The task is: describe an organic reaction: reactants, conditions, products, and yield Reactants: ClCCl, COc1cnc(CO)c(Cl)n1, O=S(Cl)Cl. The product is COc1cnc(CCl)c(Cl)n1. As a reaction SMILES: [Cl:16][CH2:17][Cl:18].[Cl:1][c:2]1[c:3]([CH2:10][OH:11])[n:4][cH:5][c:6]([O:8][CH3:9])[n:7]1.[S:12]([Cl:13])([Cl:14])=[O:15]>>[Cl:1][c:2]1[c:3]([CH2:10][Cl:14])[n:4][cH:5][c:6]([O:8][CH3:9])[n:7]1. Reactants: O1[C@H]2[C@@H]1[C@@H](CC1=CC=C3[C@@H]4CC[C@H]([C@@H](CCCC(C)C)C)[C@]4(CC[C@@H]3[C@@]21C)C)O (1α,2α-epoxy-3β-hydroxy-5,7-cholestadiene), C(CCO)O (1,3-propanediol), CC(C)([O-])C.[K+] (potassium t-butoxide). The solvent is O (water). Reaction conditions: temperature 110 celsius, time 4.5 hour. Yields the product OCCCO[C@@H]1[C@@H](CC2=CC=C3[C@@H]4CC[C@H]([C@@H](CCCC(C)C)C)[C@]4(CC[C@@H]3[C@]2([C@H]1O)C)C)O (2β-(3-hydroxypropoxy)-1α,3β-dihydroxy-5,7-cholestadiene). The yield is 69.9%. Reaction SMILES: [O:1]1[C@H:3]2[C@H:4]([OH:29])[CH2:5][C:6]3[C@:26]([CH3:27])([C@@H:2]12)[C@@H:25]1[C:9]([C@H:10]2[C@:22]([CH3:28])([CH2:23][CH2:24]1)[C@@H:13]([C@H:14]([CH3:21])[CH2:15][CH2:16][CH2:17][CH:18]([CH3:20])[CH3:19])[CH2:12][CH2:11]2)=[CH:8][CH:7]=3.[CH2:30]([OH:34])[CH2:31][CH2:32][OH:33].CC(C)([O-])C.[K+]>O>[OH:33][CH2:32][CH2:31][CH2:30][O:34][C@H:3]1[C@H:2]([OH:1])[C@@:26]2([CH3:27])[C:6](=[CH:7][CH:8]=[C:9]3[C@@H:25]2[CH2:24][CH2:23][C@@:22]2([CH3:28])[C@H:10]3[CH2:11][CH2:12][C@@H:13]2[C@H:14]([CH3:21])[CH2:15][CH2:16][CH2:17][CH:18]([CH3:20])[CH3:19])[CH2:5][C@H:4]1[OH:29] |f:2.3|. Procedure: A mixture of 275 mg (6.9×10-4 mol) of 1α,2α-epoxy-3β-hydroxy-5,7-cholestadiene, 4 ml (5.5×10-2 mol) of 1,3-propanediol, and 258 mg (2.1×10-3 mol) of potassium t-butoxide was stirred in an argon atmosphere at 110° C. (bath temperature) for 4.5 hours. The reaction mixture was poured into water, and the resulting mixture was extracted twice with diethyl ether and washed three times with water. Sodium chloride was added to the aqueous layer, and the mixture was extracted twice with ethyl acetate and... Starting materials: O (water), CN1C[C@@H]2N(CC[C@@H]2C1)C1=CC(=C(C=C1[N+](=O)[O-])NC1=NC=CC(=N1)C1=CN(C2=CC=CC=C12)C)OC (N-[4-[(3aR,6aR)-5-methyl-2,3,3a,4,6,6a-hexahydropyrrolo[3,4-b]pyrrol-1-yl]-2-methoxy-5-nitrophenyl]-4-(1-methylindol-3-yl)pyrimidin-2-amine), CN1C[C@@H]2N(CC[C@@H]2C1)C1=CC(=C(C=C1[N+](=O)[O-])NC1=NC=CC(=N1)C1=CN(C2=CC=CC=C12)C)OC (N-[4-[(3aR,6aR)-5-methyl-2,3,3a,4,6,6a-hexahydropyrrolo[3,4-b]pyrrol-1-yl]-2-methoxy-5-nitrophenyl]-4-(1-methylindol-3-yl)pyrimidin-2-amine), [NH4+].[Cl-] (NH4Cl). Reagents/catalysts: [Fe] (iron). Run in C(C)O (ethanol). Yields the product CN1C[C@@H]2N(CC[C@@H]2C1)C1=C(C=C(C(=C1)OC)NC1=NC=CC(=N1)C1=CN(C2=CC=CC=C12)C)N (4-[(3aR,6aR)-5-Methyl-2,3,3a,4,6,6a-hexahydropyrrolo[3,4-b]pyrrol-1-yl]-6-methoxy-N-[4-(1-methylindol-3-yl)pyrimidin-2-yl]benzene-1,3-diamine). The yield is 82.7%. Reaction SMILES: [CH3:1][N:2]1[CH2:9][C@@H:8]2[C@@H:4]([N:5]([C:10]3[C:15]([N+:16]([O-])=O)=[CH:14][C:13]([NH:19][C:20]4[N:25]=[C:24]([C:26]5[C:34]6[C:29](=[CH:30][CH:31]=[CH:32][CH:33]=6)[N:28]([CH3:35])[CH:27]=5)[CH:23]=[CH:22][N:21]=4)=[C:12]([O:36][CH3:37])[CH:11]=3)[CH2:6][CH2:7]2)[CH2:3]1.[NH4+].[Cl-].O>C(O)C.[Fe]>[CH3:1][N:2]1[CH2:9][C@@H:8]2[C@@H:4]([N:5]([C:10]3[CH:11]=[C:12]([O:36][CH3:37])[C:13]([NH:19][C:20]4[N:25]=[C:24]([C:26]5[C:34]6[C:29](=[CH:30][CH:31]=[CH:32][CH:33]=6)[N:28]([CH3:35])[CH:27]=5)[CH:23]=[CH:22][N:21]=4)=[CH:14][C:15]=3[NH2:16])[CH2:6][CH2:7]2)[CH2:3]1 |f:1.2|. Reported procedure: A mixture of N-[4-[(3aR,6aR)-5-methyl-2,3,3a,4,6,6a-hexahydropyrrolo[3,4-b]pyrrol-1-yl]-2-methoxy-5-nitrophenyl]-4-(1-methylindol-3-yl)pyrimidin-2-amine (Intermediate 124, 256 mg, 0.51 mmol), iron powder (172 mg, 3.07 mmol) and NH4Cl (19.19 mg, 0.36 mmol) were heated in ethanol (3 mL) and water (1 mL) at reflux for 18 h. The crude mixture was then purified by ion exchange chromatography, using an SCX column. The desired product was eluted from the column using 7M methanolic ammonia and concentra... Reactants: C(C)#N (Acetonitrile), OS(=O)(=O)O (H2SO4), C(C)(=O)OC(C)=O (acetic anhydride), COCN(C(CCl)=O)C(=C(C)C)C(C)C (N-methoxymethyl-2-chloro-N-[2-methyl-1-(1-methyl-ethyl)-1-propenyl]-acetamide). Run at time 0.5 hour. The product is C(C)(=O)NCN(C(CCl)=O)C(=C(C)C)C(C)C (N-[(Acetylamino)Methyl]-2-Chloro-N-[2-Methyl-1-(1-Methyl-Ethyl)-1-Propenyl]Acetamide). Isolated yield 48.0%. As a reaction SMILES: OS(O)(=O)=O.[C:6]([O:9]C(=O)C)(=O)[CH3:7].CO[CH2:15][N:16]([C:21]([CH:25]([CH3:27])[CH3:26])=[C:22]([CH3:24])[CH3:23])[C:17](=[O:20])[CH2:18][Cl:19].C(#[N:30])C>>[C:6]([NH:30][CH2:15][N:16]([C:21]([CH:25]([CH3:27])[CH3:26])=[C:22]([CH3:23])[CH3:24])[C:17](=[O:20])[CH2:18][Cl:19])(=[O:9])[CH3:7]. Procedure details: To a stirred solution of 36 gm of concentrated H2SO4 at 5° C. was added 8.7 ml of acetic anhydride, and the mixture was stirred in the cold for about 0.5 hours. Acetonitrile (5.35 gm) was added, the solution was stirred for 5 minutes, and then 6.81 gm of N-methoxymethyl-2-chloro-N-[2-methyl-1-(1-methyl-ethyl)-1-propenyl]-acetamide was added. The reaction mixture was allowed to warm to room temperature over 4 hours and then partitioned between 100 ml of methylene chloride and 100 ml of H2O. The o... The reactants are [OH-].[Na+] (NaOH), CC1=C(C=C(C=C1)C1=CC=CC=C1)C(=O)OC (methyl 4-methyl-[1,1′-biphenyl]-3-carboxylate), CO (MeOH). Conditions: temperature 65 celsius, time 2 hour. Product: CC=1C=C(C(=CC1)C1=CC=CC=C1)C(=O)O (4-Methyl-[1,1′-biphenyl]-2-carboxylic acid). RXN SMILES: [OH-:1].[Na+].[CH3:3][C:4]1[CH:9]=[CH:8][C:7]([C:10]2[CH:15]=[CH:14][CH:13]=[CH:12][CH:11]=2)=[CH:6][C:5]=1C(OC)=O.[CH3:20][OH:21]>>[CH3:3][C:4]1[CH:5]=[C:6]([C:20]([OH:21])=[O:1])[C:7]([C:10]2[CH:11]=[CH:12][CH:13]=[CH:14][CH:15]=2)=[CH:8][CH:9]=1 |f:0.1|. Procedure: 32% aq. NaOH (74 mL) was added to a rt solution of methyl 4-methyl-[1,1′-biphenyl]-3-carboxylate (15.5 g, 0.068 mol) in MeOH (124 mL). The rxn mixture was stirred at 65° C. for 2 h, then the org. solvent was evaporated, water added, and the aq. layer acidified with conc. HCl. The mixture was stirred at rt for 30 min, and the precipitate was filtered off to give the title compound A-1-14 as a white solid. LC-MS A: tR=0.80 min; [M+H]+=no ionization. Reactants: COC(CC(C)=O)=O (3-oxo-butyric acid methyl ester), R3—(CH2)m—NH2, C1(CCCCC1)N (cyclohexylamine), BrCC(=O)C1=C(C=CC(=C1)C(F)(F)F)Cl (2-bromo-1-(2-chloro-5-trifluoromethyl-phenyl)-ethanone), NC[C@H]1[C@@H](CCCC1)O (trans-2-aminomethyl-1-cyclohexanol). The product is C1(CCCCC1)NC(=O)C1=C(N(C(=C1)C1=C(C=CC(=C1)C(F)(F)F)Cl)CC1C(CCCC1)O)C (5-(2-Chloro-5-trifluoromethyl-phenyl)-1-((1SR,2RS)-2-hydroxy-cyclohexylmethyl)-2-methyl-1H-pyrrole-3-carboxylic acid cyclohexylamide). RXN SMILES: C[O:2][C:3](=O)[CH2:4][C:5](=O)[CH3:6].Br[CH2:10][C:11]([C:13]1[CH:18]=[C:17]([C:19]([F:22])([F:21])[F:20])[CH:16]=[CH:15][C:14]=1[Cl:23])=O.[NH2:24][CH2:25][C@@H:26]1[CH2:31][CH2:30][CH2:29][CH2:28][C@H:27]1[OH:32].[CH:33]1([NH2:39])[CH2:38][CH2:37][CH2:36][CH2:35][CH2:34]1>>[CH:33]1([NH:39][C:3]([C:4]2[CH:10]=[C:11]([C:13]3[CH:18]=[C:17]([C:19]([F:22])([F:21])[F:20])[CH:16]=[CH:15][C:14]=3[Cl:23])[N:24]([CH2:25][CH:26]3[CH2:31][CH2:30][CH2:29][CH2:28][CH:27]3[OH:32])[C:5]=2[CH3:6])=[O:2])[CH2:38][CH2:37][CH2:36][CH2:35][CH2:34]1. Reported procedure: The title compound was synthesized in analogy to Example 68, using 3-oxo-butyric acid methyl ester as compound of formula R, 2-bromo-1-(2-chloro-5-trifluoromethyl-phenyl)-ethanone as compound of formula S, trans-2-aminomethyl-1-cyclohexanol as R3—(CH2)m—NH2 and cyclohexylamine as R1R2NH, MS (ISP) 497.4 (M+H)+. Reactants: 4C, C1(=CC=CC=C1)C(N1C(C(C2=CC=CC=C12)(C1=CC2=C(OCCCO2)C=C1O)O)=O)C1=CC=CC=C1 (1-(diphenylmethyl)-3-hydroxy-3-(8-hydroxy-3,4-dihydro-2H-1,5-benzodioxepin-7-yl)-1,3-dihydro-2H-indol-2-one), ClC1=C2C(C(N(C2=CC=C1)C(C1=CC=CC=C1)C1=CC=CC=C1)=O)(C=1C(=CC2=C(CCO2)C1)O)O (4-chloro-1-(diphenylmethyl)-3-hydroxy-3-(6-hydroxy-2,3-dihydro-1-benzofuran-5-yl)-1,3-dihydro-2H-indol-2-one). Product: C1(=CC=CC=C1)C(N1C(C(C2=CC=CC=C12)C1=CC2=C(OCCCO2)C=C1O)=O)C1=CC=CC=C1 (1-(diphenylmethyl)-3-(8-hydroxy-3,4-dihydro-2H-1,5-benzodioxepin-7-yl)-1,3-dihydro-2H-indol-2-one). As a reaction SMILES: [C:1]1([CH:7]([C:31]2[CH:36]=[CH:35][CH:34]=[CH:33][CH:32]=2)[N:8]2[C:16]3[C:11](=[CH:12][CH:13]=[CH:14][CH:15]=3)[C:10](O)([C:17]3[C:27]([OH:28])=[CH:26][C:20]4[O:21][CH2:22][CH2:23][CH2:24][O:25][C:19]=4[CH:18]=3)[C:9]2=[O:30])[CH:6]=[CH:5][CH:4]=[CH:3][CH:2]=1.ClC1C=CC=C2C=1C(O)(C1C(O)=CC3OCCC=3C=1)C(=O)N2C(C1C=CC=CC=1)C1C=CC=CC=1>>[C:31]1([CH:7]([C:1]2[CH:2]=[CH:3][CH:4]=[CH:5][CH:6]=2)[N:8]2[C:16]3[C:11](=[CH:12][CH:13]=[CH:14][CH:15]=3)[CH:10]([C:17]3[C:27]([OH:28])=[CH:26][C:20]4[O:21][CH2:22][CH2:23][CH2:24][O:25][C:19]=4[CH:18]=3)[C:9]2=[O:30])[CH:32]=[CH:33][CH:34]=[CH:35][CH:36]=1. Reported procedure: Following the procedure as described in PREPARATION 4C, and making non-critical variations using 1-(diphenylmethyl)-3-hydroxy-3-(8-hydroxy-3,4-dihydro-2H-1,5-benzodioxepin-7-yl)-1,3-dihydro-2H-indol-2-one to replace 4-chloro-1-(diphenylmethyl)-3-hydroxy-3-(6-hydroxy-2,3-dihydro-1-benzofuran-5-yl)-1,3-dihydro-2H-indol-2-one, 1-(diphenylmethyl)-3-(8-hydroxy-3,4-dihydro-2H-1,5-benzodioxepin-7-yl)-1,3-dihydro-2H-indol-2-one was obtained (91%) as an off-white powder: mp 193-195° C. (diethyl ether/hex... Starting materials: OO (hydrogen peroxide), N1=CC=CC(=C1)C1N(C)CCC1 (nicotine). Yields the product C[N@@+]1(CCC[C@H]1C2=CN=CC=C2)[O-] (trans-nicotine N'-oxide). RXN SMILES: [OH:1]O.[N:3]1[CH:8]=[C:7]([CH:9]2[CH2:14][CH2:13][CH2:12][N:10]2[CH3:11])[CH:6]=[CH:5][CH:4]=1>>[CH3:11][N@@+:10]1([O-:1])[C@H:9]([C:7]2[CH:6]=[CH:5][CH:4]=[N:3][CH:8]=2)[CH2:14][CH2:13][CH2:12]1. Reported procedure: After a total reaction period of 5 hours, a nicotine conversion of 98% is obtained; the residual hydrogen peroxide content is 1.5%. The resulting oily solution of the oxidation products has a yellowish color and exhibits no odor of nicotine. The reactants are [Li]CCCC, CCCCCC, CI, CC[Si](CC)(CC)OC1CN(S(=O)(=O)C2CC2)C1, C1CCOC1. Yields the product CC[Si](CC)(CC)OC1CN(S(=O)(=O)C2(C)CC2)C1. As a reaction SMILES: [CH2:19]([Li:20])[CH2:21][CH2:22][CH3:23].[CH3:24][CH2:25][CH2:26][CH2:27][CH2:28][CH3:29].[CH3:30][I:31].[CH:1]1([S:4](=[O:5])(=[O:6])[N:7]2[CH2:8][CH:9]([O:11][Si:12]([CH2:13][CH3:14])([CH2:15][CH3:16])[CH2:17][CH3:18])[CH2:10]2)[CH2:2][CH2:3]1.[O:32]1[CH2:33][CH2:34][CH2:35][CH2:36]1>>[C:1]1([S:4](=[O:5])(=[O:6])[N:7]2[CH2:8][CH:9]([O:11][Si:12]([CH2:13][CH3:14])([CH2:15][CH3:16])[CH2:17][CH3:18])[CH2:10]2)([CH3:19])[CH2:2][CH2:3]1. Reactants: saturated solution, C(\C=C\C(=O)O)(=O)O (fumaric acid), ClC=1C=CC2=C(CCC=3C=CN(C23)CCNC(C)=O)C1 (N-[2-(7-Chloro-4,5-dihydro-1H-benzo[g]indol-1-yl)ethyl]acetamide), P(=O)(Cl)(Cl)Cl (phosphorus oxychloride), [OH-].[Na+] (sodium hydroxide), [OH-].[Na+] (sodium hydroxide), ice water. Reaction conditions: temperature 100 celsius, time 30 minute. The product is C(\C=C\C(=O)O)(=O)O.ClC=1C=CC2=C(CCC=3C=C4N(C23)CCN=C4C)C1 (3-chloro-5,6,10,11-tetrahydro-8-methylbenzo[g]pyrazino[1,2-a]indole fumarate). Reported procedure: N-[2-(7-Chloro-4,5-dihydro-1H-benzo[g]indol-1-yl)ethyl]acetamide (2.8 g) was treated with 20 ml of phosphorus oxychloride under argon and the mixture was stirred at 100° C. for 30 minutes. The cooled mixture was added to 1500 g of ice-water and treated with 100 ml of 2N sodium hydroxide solution and 150 ml of 28% sodium hydroxide solution. The mixture was extracted once with 300 ml of methylene chloride and twice with 100 ml of methylene chloride each time, the organic phases were combined, drie... Run in C(C)O (ethanol). As a reaction SMILES: [Cl:1][C:2]1[CH:3]=[CH:4][C:5]2[C:13]3[N:12]([CH2:14][CH2:15][NH:16][C:17](=O)[CH3:18])[CH:11]=[CH:10][C:9]=3[CH2:8][CH2:7][C:6]=2[CH:20]=1.P(Cl)(Cl)(Cl)=O.[OH-].[Na+].[C:28]([OH:35])(=[O:34])/[CH:29]=[CH:30]/[C:31]([OH:33])=[O:32]>C(O)C>[C:28]([OH:35])(=[O:34])/[CH:29]=[CH:30]/[C:31]([OH:33])=[O:32].[Cl:1][C:2]1[CH:3]=[CH:4][C:5]2[C:13]3[N:12]4[CH2:14][CH2:15][N:16]=[C:17]([CH3:18])[C:11]4=[CH:10][C:9]=3[CH2:8][CH2:7][C:6]=2[CH:20]=1 |f:2.3,6.7|. Isolated yield 88.0%.